Dataset: the Open Reaction Database (ORD), a public repository of structured organic reaction records. Task: describe an organic reaction: reactants, conditions, products, and yield Starting materials: COCCc1ccc(OB([O-])[O-])cc1, CN(Cc1ccc(NC(=O)C2=Cc3cc(Br)ccc3S(=O)(=O)CC2)cc1)C1CCOCC1, O=C([O-])[O-], CCO, [K+], [K+], O, O, Cc1ccccc1. Yields the product COCCc1ccc(-c2ccc3c(c2)C=C(C(=O)Nc2ccc(CN(C)C4CCOCC4)cc2)CCS3(=O)=O)cc1. Reaction SMILES: [B:44]([O-:45])([O-:56])[O:57][c:46]1[cH:47][cH:48][c:49]([CH2:52][CH2:53][O:54][CH3:55])[cH:50][cH:51]1.[Br:1][c:2]1[cH:3][cH:4][c:5]2[c:6]([cH:32]1)[CH:7]=[C:8]([C:14](=[O:15])[NH:16][c:17]1[cH:18][cH:19][c:20]([CH2:23][N:24]([CH:25]3[CH2:26][CH2:27][O:28][CH2:29][CH2:30]3)[CH3:31])[cH:21][cH:22]1)[CH2:9][CH2:10][S:11]2(=[O:12])=[O:13].[C:58](=[O:59])([O-:60])[O-:61].[CH2:34]([OH:35])[CH3:36].[K+:62].[K+:63].[OH2:33].[OH2:64].[c:37]1([CH3:38])[cH:39][cH:40][cH:41][cH:42][cH:43]1>>[c:2]1(-[c:46]2[cH:47][cH:48][c:49]([CH2:52][CH2:53][O:54][CH3:55])[cH:50][cH:51]2)[cH:3][cH:4][c:5]2[c:6]([cH:32]1)[CH:7]=[C:8]([C:14](=[O:15])[NH:16][c:17]1[cH:18][cH:19][c:20]([CH2:23][N:24]([CH:25]3[CH2:26][CH2:27][O:28][CH2:29][CH2:30]3)[CH3:31])[cH:21][cH:22]1)[CH2:9][CH2:10][S:11]2(=[O:12])=[O:13]. Reactants: C(C1=CC=CC=C1)=O (Benzaldehyde), NC1=C(C#N)C=CC(=C1)C (2-amino-4-methylbenzonitrile), C(C)(=O)OCC (ethyl acetate). Run in CCCCCCC (heptane). Product: C(C1=CC=CC=C1)=NC1=C(C#N)C=CC(=C1)C (2-Benzylideneamino-4-methylbenzonitrile). Yield: 75.0%. Reaction SMILES: [CH:1](=O)[C:2]1[CH:7]=[CH:6][CH:5]=[CH:4][CH:3]=1.[NH2:9][C:10]1[CH:17]=[C:16]([CH3:18])[CH:15]=[CH:14][C:11]=1[C:12]#[N:13].C(OCC)(=O)C>CCCCCCC>[CH:1](=[N:9][C:10]1[CH:17]=[C:16]([CH3:18])[CH:15]=[CH:14][C:11]=1[C:12]#[N:13])[C:2]1[CH:7]=[CH:6][CH:5]=[CH:4][CH:3]=1. Procedure: Benzaldehyde(8.9 g, 84 mmol) is added to a suspension of 2-amino-4-methylbenzonitrile (10.0 g, 76 mmol) in heptane (250 mL), and the mixture refluxed under nitrogen overnight. The hot solution is decanted into a pre-warmed flask to leave the insoluble brown oil material behind, and the solution cooled to room temperature after adding ethyl acetate (2 mL). The resulting solid is filtered off and washed with heptane:ethyl acetate=100:1 (2×25 mL), and dried under high vacuum to give a beige powder ...